Dataset: the Open Reaction Database (ORD), a public repository of structured organic reaction records. Task: describe an organic reaction: reactants, conditions, products, and yield Starting materials: N=C(N)NCCCC(NC(=O)c1ccc(N)c(OCCc2ccc(Cl)cc2Cl)c1)C(N)=O, O=C1CCC(=O)O1. The product is N=C(N)NCCCC(NC(=O)c1ccc(NC(=O)CCC(=O)O)c(OCCc2ccc(Cl)cc2Cl)c1)C(N)=O. As a reaction SMILES: [NH2:1][c:2]1[c:3]([O:22][CH2:23][CH2:24][c:25]2[c:26]([Cl:32])[cH:27][c:28]([Cl:31])[cH:29][cH:30]2)[cH:4][c:5]([C:6](=[O:7])[NH:8][CH:9]([CH2:10][CH2:11][CH2:12][NH:13][C:14](=[NH:15])[NH2:16])[C:17]([NH2:18])=[O:19])[cH:20][cH:21]1.[O:33]=[C:34]1[CH2:35][CH2:36][C:37](=[O:38])[O:39]1>>[NH:1]([c:2]1[c:3]([O:22][CH2:23][CH2:24][c:25]2[c:26]([Cl:32])[cH:27][c:28]([Cl:31])[cH:29][cH:30]2)[cH:4][c:5]([C:6](=[O:7])[NH:8][CH:9]([CH2:10][CH2:11][CH2:12][NH:13][C:14](=[NH:15])[NH2:16])[C:17]([NH2:18])=[O:19])[cH:20][cH:21]1)[C:37]([CH2:36][CH2:35][C:34](=[O:33])[OH:39])=[O:38].